The task is: describe an organic reaction: reactants, conditions, products, and yield. This data is from the Open Reaction Database (ORD), a public repository of structured organic reaction records. Reactants: CCOCCC(=O)Cl, COc1ccccc1COCCCOc1ccc(C2CCN(C(=O)OC(C)(C)C)CC2OCc2cccc(N)c2)cc1. Yields the product CCOCCC(=O)Nc1cccc(COC2CN(C(=O)OC(C)(C)C)CCC2c2ccc(OCCCOCc3ccccc3OC)cc2)c1. As a reaction SMILES: [CH2:43]([CH3:44])[O:45][CH2:46][CH2:47][C:48](=[O:49])[Cl:50].[NH2:1][c:2]1[cH:3][c:4]([CH2:5][O:6][CH:7]2[CH2:8][N:9]([C:33](=[O:34])[O:35][C:36]([CH3:37])([CH3:38])[CH3:39])[CH2:10][CH2:11][CH:12]2[c:13]2[cH:14][cH:15][c:16]([O:19][CH2:20][CH2:21][CH2:22][O:23][CH2:24][c:25]3[c:26]([O:31][CH3:32])[cH:27][cH:28][cH:29][cH:30]3)[cH:17][cH:18]2)[cH:40][cH:41][cH:42]1>>[NH:1]([c:2]1[cH:3][c:4]([CH2:5][O:6][CH:7]2[CH2:8][N:9]([C:33](=[O:34])[O:35][C:36]([CH3:37])([CH3:38])[CH3:39])[CH2:10][CH2:11][CH:12]2[c:13]2[cH:14][cH:15][c:16]([O:19][CH2:20][CH2:21][CH2:22][O:23][CH2:24][c:25]3[c:26]([O:31][CH3:32])[cH:27][cH:28][cH:29][cH:30]3)[cH:17][cH:18]2)[cH:40][cH:41][cH:42]1)[C:48]([CH2:47][CH2:46][O:45][CH2:43][CH3:44])=[O:49].